Task: describe an organic reaction: reactants, conditions, products, and yield. Dataset: the Open Reaction Database (ORD), a public repository of structured organic reaction records Starting materials: C(C)(=O)C=1NC=CC1 (2-acetylpyrrole), N1CCCCC1 (piperidine), C(#N)C=1C=C2CC(NC2=CC1)=O (5-cyanoindolin-2-one). Run in C(C)O (ethanol). The product is C(#N)C=1C=C2C(C(NC2=CC1)=O)=C(C)C=1NC=CC1 (5-cyano-3-[1-(pyrrol-2-yl)ethylidene]indolin-2-one). As a reaction SMILES: [C:1]([C:3]1[CH:4]=[C:5]2[C:9](=[CH:10][CH:11]=1)[NH:8][C:7](=[O:12])[CH2:6]2)#[N:2].[C:13]([C:16]1[NH:17][CH:18]=[CH:19][CH:20]=1)(=O)[CH3:14].N1CCCCC1>C(O)C>[C:1]([C:3]1[CH:4]=[C:5]2[C:9](=[CH:10][CH:11]=1)[NH:8][C:7](=[O:12])[C:6]2=[C:13]([C:16]1[NH:17][CH:18]=[CH:19][CH:20]=1)[CH3:14])#[N:2]. Procedure details: To a suspension of 5-cyanoindolin-2-one (158 mg, 1 mmol) in ethanol (15 mL) was added 2-acetylpyrrole (95 mg, 1 mmol) and piperidine (0.1 mL). The reaction mixture was refluxed for 2 hours. A golden-colored product precipitated from the reaction mixture, which was filtered and washed with ethanol to afford 5-cyano-3-[1-(pyrrol-2-yl)ethylidene]indolin-2-one; (160 mg) 1H NMR (400 MHz, DMSO-d6) δ 2.80 (s, 3H), 6.40. (m, 1H), 7.04 (d, 1H), 7.20 (m, 1H), 7.42 (m, 1H), 7.60 (dd, 1H), 8.04 (s, 1H), 11....